From a dataset of the Open Reaction Database (ORD), a public repository of structured organic reaction records. describe an organic reaction: reactants, conditions, products, and yield Starting materials: O=C([O-])[O-], FC(F)(F)c1cnc(Cl)nc1Cl, [K+], [K+], Nc1ccc(Cl)c(Cl)c1, C1COCCO1. Product: FC(F)(F)c1cnc(Nc2ccc(Cl)c(Cl)c2)nc1Cl. As a reaction SMILES: [C:22](=[O:23])([O-:24])[O-:25].[Cl:10][c:11]1[n:12][cH:13][c:14]([C:18]([F:19])([F:20])[F:21])[c:15]([Cl:17])[n:16]1.[K+:26].[K+:27].[NH2:1][c:2]1[cH:3][cH:4][c:5]([Cl:6])[c:7]([Cl:8])[cH:9]1.[O:28]1[CH2:29][CH2:30][O:31][CH2:32][CH2:33]1>>[NH:1]([c:2]1[cH:3][cH:4][c:5]([Cl:6])[c:7]([Cl:8])[cH:9]1)[c:11]1[n:12][cH:13][c:14]([C:18]([F:19])([F:20])[F:21])[c:15]([Cl:17])[n:16]1.